From a dataset of the Open Reaction Database (ORD), a public repository of structured organic reaction records. describe an organic reaction: reactants, conditions, products, and yield The reactants are Cc1nc(Cl)c2c(C)c(C)n(-c3ccc(C(F)(F)F)cc3Br)c2n1, CCO, CCN(C(C)C)C(C)C, N#CC1CCCNC1. Yields the product Cc1nc(N2CCCC(C#N)C2)c2c(C)c(C)n(-c3ccc(C(F)(F)F)cc3Br)c2n1. As a reaction SMILES: [Br:1][c:2]1[c:3](-[n:12]2[c:13]([CH3:24])[c:14]([CH3:23])[c:15]3[c:16]2[n:17][c:18]([CH3:22])[n:19][c:20]3[Cl:21])[cH:4][cH:5][c:6]([C:8]([F:9])([F:10])[F:11])[cH:7]1.[CH3:42][CH2:43][OH:44].[CH:33]([N:34]([CH2:35][CH3:36])[CH:37]([CH3:38])[CH3:39])([CH3:40])[CH3:41].[NH:25]1[CH2:26][CH:27]([C:31]#[N:32])[CH2:28][CH2:29][CH2:30]1>>[Br:1][c:2]1[c:3](-[n:12]2[c:13]([CH3:24])[c:14]([CH3:23])[c:15]3[c:16]2[n:17][c:18]([CH3:22])[n:19][c:20]3[N:25]2[CH2:26][CH:27]([C:31]#[N:32])[CH2:28][CH2:29][CH2:30]2)[cH:4][cH:5][c:6]([C:8]([F:9])([F:10])[F:11])[cH:7]1. The reactants are Cl (hydrochloric acid), C1CCC2(CC1)CC(=O)NC2 (gabapentin lactam), O (water), O (water). Reaction conditions: temperature 108 celsius. Product: Cl.NCC1(CCCCC1)CC(=O)O (1-(Aminomethyl)-cyclohexane-acetic acid hydrochloride). The yield is 60.0%. Reaction SMILES: [ClH:1].[CH2:2]1[CH2:7][CH2:6][C:5]2([CH2:12][NH:11][C:9](=[O:10])[CH2:8]2)[CH2:4][CH2:3]1.[OH2:13]>>[ClH:1].[NH2:11][CH2:12][C:5]1([CH2:8][C:9]([OH:13])=[O:10])[CH2:6][CH2:7][CH2:2][CH2:3][CH2:4]1 |f:3.4|. Reported procedure: 22.3 1 of water and 22.3 1 of concentrated hydrochloric acid are mixed in a T100 reactor and 6.41 kg gabapentin lactam added thereto, while stirring. The clear brown solution formed is subsequently boiled under reflux for six hours at 108° C. and the reaction mixture is left to stand until it has cooled to 28° C.. The white precipitate obtained is again dissolved by the addition of a further 40 l of water. For the removal of still undissolved lactam, the reaction mixture is extracted three times... Reactants: [Br-], ClC(Cl)Cl, O=C(CCl)COc1ccccc1, [K+], c1ccc(P(c2ccccc2)c2ccccc2)cc1, c1ccccc1. The product is O=C(COc1ccccc1)C[P+](c1ccccc1)(c1ccccc1)c1ccccc1, [Cl-]. As a reaction SMILES: [Br-:38].[CH:40]([Cl:41])([Cl:42])[Cl:43].[Cl:1][CH2:2][C:3](=[O:4])[CH2:5][O:6][c:7]1[cH:8][cH:9][cH:10][cH:11][cH:12]1.[K+:39].[c:13]1([P:19]([c:20]2[cH:21][cH:22][cH:23][cH:24][cH:25]2)[c:26]2[cH:27][cH:28][cH:29][cH:30][cH:31]2)[cH:14][cH:15][cH:16][cH:17][cH:18]1.[cH:32]1[cH:33][cH:34][cH:35][cH:36][cH:37]1>>[CH2:2]([C:3](=[O:4])[CH2:5][O:6][c:7]1[cH:8][cH:9][cH:10][cH:11][cH:12]1)[P+:19]([c:13]1[cH:14][cH:15][cH:16][cH:17][cH:18]1)([c:20]1[cH:21][cH:22][cH:23][cH:24][cH:25]1)[c:26]1[cH:27][cH:28][cH:29][cH:30][cH:31]1.[Cl-:1]. Starting materials: CO, Cl, O=C(O)Cc1noc2ccccc12. Product: COC(=O)Cc1noc2ccccc12. Reaction SMILES: [CH3:15][OH:16].[ClH:14].[o:1]1[n:2][c:3]([CH2:10][C:11](=[O:12])[OH:13])[c:4]2[c:5]1[cH:6][cH:7][cH:8][cH:9]2>>[o:1]1[n:2][c:3]([CH2:10][C:11](=[O:12])[O:13][CH3:15])[c:4]2[c:5]1[cH:6][cH:7][cH:8][cH:9]2. Reactants: C1CCOC1, CON(C)C(=O)Cl, CCN(C(C)C)C(C)C, CC1Cc2cccc(NN)c2O1, O. The product is CON(C)C(=O)NNc1cccc2c1OC(C)C2. Reaction SMILES: [CH2:20]1[O:21][CH2:22][CH2:23][CH2:24]1.[CH3:1][O:2][N:3]([C:4](=[O:5])[Cl:6])[CH3:7].[CH:25]([N:26]([CH:27]([CH3:28])[CH3:29])[CH2:30][CH3:31])([CH3:32])[CH3:33].[NH:8]([NH2:9])[c:10]1[cH:11][cH:12][cH:13][c:14]2[c:18]1[O:17][CH:16]([CH3:19])[CH2:15]2.[OH2:34]>>[CH3:1][O:2][N:3]([C:4](=[O:5])[NH:9][NH:8][c:10]1[cH:11][cH:12][cH:13][c:14]2[c:18]1[O:17][CH:16]([CH3:19])[CH2:15]2)[CH3:7]. Reactants: O=C1C(=C(C2=CC=CC=C12)C1=CC=CC=C1)C(=O)O (1-oxo-3-phenyl-1H-indene-2-carboxylic acid), O=S(Cl)Cl (SOCl2), Cl.COC(CN)=O (glycine methyl ester hydrochloride). Run in CCN(CC)CC (NEt3). Reaction conditions: time 15 minute. The product is COC(CNC(=O)C=1C(C2=CC=CC=C2C1C1=CC=CC=C1)=O)=O ([(1-Oxo-3-phenyl-1H-indene-2-carbonyl)-amino]-acetic acid methyl ester). Isolated yield 101.4%. Reaction SMILES: [O:1]=[C:2]1[C:10]2[C:5](=[CH:6][CH:7]=[CH:8][CH:9]=2)[C:4]([C:11]2[CH:16]=[CH:15][CH:14]=[CH:13][CH:12]=2)=[C:3]1[C:17](O)=[O:18].O=S(Cl)Cl.Cl.[CH3:25][O:26][C:27](=[O:30])[CH2:28][NH2:29]>CCN(CC)CC>[CH3:25][O:26][C:27](=[O:30])[CH2:28][NH:29][C:2]([C:3]1[C:17](=[O:18])[C:16]2[C:11]([C:4]=1[C:5]1[CH:6]=[CH:7][CH:8]=[CH:9][CH:10]=1)=[CH:12][CH:13]=[CH:14][CH:15]=2)=[O:1] |f:2.3|. Reported procedure: A mixture of 1-oxo-3-phenyl-1H-indene-2-carboxylic acid (2.13 g, 8.5 mmol; can be obtained according to M. R. Barvian et al. in Bioorg. Med. Chem. Lett. 1997, 7, 2903-2908) and SOCl2 (17 ml) was refluxed with stirring for 15 min. Excess SOCl2 was then evaporated in vacuo. The residue was dissolved in anhydrous CH2Cl2 (20 ml), and subsequently the solution was concentrated in vacuo again to remove last traces of SOCl2. The residue was dissolved in anhydrous CH2Cl2 (20 ml). The solution was cooled... Starting materials: C1(CCCC1)C1=C(C(=NN1)C(=O)N)[N+](=O)[O-] (5-cyclopentyl-4-nitro-1H-pyrazol-3-carboxylic acid amide). Reagents/catalysts: [Pd] (palladium on carbon). Solvent: C(C)O (ethanol). Product: NC=1C(=NNC1C1CCCC1)C(=O)N (4-amino-5-cyclopentyl-1H-pyrazol-3-carboxylic acid amide). Isolated yield 103.0%. RXN SMILES: [CH:1]1([C:6]2[NH:10][N:9]=[C:8]([C:11]([NH2:13])=[O:12])[C:7]=2[N+:14]([O-])=O)[CH2:5][CH2:4][CH2:3][CH2:2]1>[Pd].C(O)C>[NH2:14][C:7]1[C:8]([C:11]([NH2:13])=[O:12])=[N:9][NH:10][C:6]=1[CH:1]1[CH2:5][CH2:4][CH2:3][CH2:2]1. Reported procedure: 5-cyclopentyl-4-nitro-1H-pyrazol-3-carboxylic acid amide (4.48 g, 20 mmol) and 10% palladium on carbon (800 mg) in ethanol (50 ml) were stirred under hydrogen (50 psi) at room temperature for 18 hours. The reaction mixture was filtered through arbocel and the solid was washed with ethanol (50 ml), methanol (50 ml), dichloromethane (50 ml), and ethyl acetate (50 ml). The filtrate was concentrated under reduced pressure and the residue was purified by flash column chromatography on silica gel elut...